Dataset: the Open Reaction Database (ORD), a public repository of structured organic reaction records. Task: describe an organic reaction: reactants, conditions, products, and yield Reactants: C(C)OC(C=CC1=CC=C(C=C1)[N+](=O)[O-])=O (3-(4-nitrophenyl)acrylic acid ethyl ester). Reagents/catalysts: [Pd] (Pd/C). Solvent: CO (MeOH). Conditions: time 2 hour. Yields the product C(C)OC(CCC1=CC=C(C=C1)N)=O (3-(4-aminophenyl)propionic acid ethyl ester). Yield: 97.1%. RXN SMILES: [CH2:1]([O:3][C:4](=[O:16])[CH:5]=[CH:6][C:7]1[CH:12]=[CH:11][C:10]([N+:13]([O-])=O)=[CH:9][CH:8]=1)[CH3:2]>CO.[Pd]>[CH2:1]([O:3][C:4](=[O:16])[CH2:5][CH2:6][C:7]1[CH:8]=[CH:9][C:10]([NH2:13])=[CH:11][CH:12]=1)[CH3:2]. Procedure: A mixture of 3-(4-nitrophenyl)acrylic acid ethyl ester (16.5 g, 74.6 mmol) and Pd/C (1.65 g) in MeOH (200 mL) was stirred under 40 psi of H2 at RT for 2 h. After filtration over Celite® and removal of the solvent, 14 g of 3-(4-aminophenyl)propionic acid ethyl ester was obtained. 1H NMR (400 MHz, CDCl3): δ 6.98 (d, J=8.0 Hz, 2H), 6.61 (d, J=8.4 Hz, 1H), 4.12 (q, J=7.2 Hz, 2H), 2.84 (t, J=8.0 Hz, 2H), 2.55 (t, J=7.6 Hz, 2H), 1.23 (t, J=7.2 Hz, 3H). MS (ESI): m/z: 194 (M+H+). The reactants are COC(=O)COC(=O)c1ccccc1C1(Cl)CC(F)=C([N+](=O)[O-])S1, [H][H], C1CCOC1. As a reaction SMILES: [CH3:1][O:2][C:3](=[O:4])[CH2:5][O:6][C:7]([c:8]1[cH:9][cH:10][cH:11][cH:12][c:13]1[C:14]1([Cl:23])[S:15][C:16]([N+:20]([O-:21])=[O:22])=[C:17]([F:19])[CH2:18]1)=[O:24].[H:25][H:26].[O:27]1[CH2:28][CH2:29][CH2:30][CH2:31]1>>[CH3:1][O:2][C:3](=[O:4])[CH2:5][O:6][C:7]([c:8]1[cH:9][cH:10][cH:11][cH:12][c:13]1[C:14]1([Cl:23])[S:15][C:16]([NH2:20])=[C:17]([F:19])[CH2:18]1)=[O:24]. Yields the product COC(=O)COC(=O)c1ccccc1C1(Cl)CC(F)=C(N)S1. The reactants are CCn1c(=O)c(-c2cc(NC(=O)Nc3ccc(F)c(CN(C)C)c3)c(F)cc2Cl)cc2cnc(N(C)Cc3ccc(OC)cc3)cc21, O=C(O)C(F)(F)F. The product is CCn1c(=O)c(-c2cc(NC(=O)Nc3ccc(F)c(CN(C)C)c3)c(F)cc2Cl)cc2cnc(NC)cc21. Reaction SMILES: [Cl:1][c:2]1[cH:3][c:4]([F:47])[c:5]([NH:32][C:33](=[O:34])[NH:35][c:36]2[cH:37][c:38]([CH2:43][N:44]([CH3:45])[CH3:46])[c:39]([F:42])[cH:40][cH:41]2)[cH:6][c:7]1-[c:8]1[c:9](=[O:31])[n:10]([CH2:29][CH3:30])[c:11]2[cH:12][c:13]([N:18]([CH3:19])[CH2:20][c:21]3[cH:22][cH:23][c:24]([O:25][CH3:26])[cH:27][cH:28]3)[n:14][cH:15][c:16]2[cH:17]1.[F:48][C:49]([F:50])([F:51])[C:52]([OH:53])=[O:54]>>[Cl:1][c:2]1[cH:3][c:4]([F:47])[c:5]([NH:32][C:33](=[O:34])[NH:35][c:36]2[cH:37][c:38]([CH2:43][N:44]([CH3:45])[CH3:46])[c:39]([F:42])[cH:40][cH:41]2)[cH:6][c:7]1-[c:8]1[c:9](=[O:31])[n:10]([CH2:29][CH3:30])[c:11]2[cH:12][c:13]([NH:18][CH3:19])[n:14][cH:15][c:16]2[cH:17]1.